Dataset: the Open Reaction Database (ORD), a public repository of structured organic reaction records. Task: describe an organic reaction: reactants, conditions, products, and yield Reactants: O=C(O)c1ccc2[nH]cnc2c1, c1cc(-c2ccc3c(c2)C2CCCNC2C3)co1. Product: O=C(c1ccc2[nH]cnc2c1)N1CCCC2c3cc(-c4ccoc4)ccc3CC21. RXN SMILES: [nH:1]1[cH:2][n:3][c:4]2[c:5]1[cH:6][cH:7][c:8]([C:10](=[O:11])[OH:12])[cH:9]2.[o:13]1[cH:14][c:15](-[c:18]2[cH:19][cH:20][c:21]3[c:29]([cH:30]2)[CH:28]2[CH:23]([CH2:22]3)[NH:24][CH2:25][CH2:26][CH2:27]2)[cH:16][cH:17]1>>[nH:1]1[cH:2][n:3][c:4]2[c:5]1[cH:6][cH:7][c:8]([C:10](=[O:12])[N:24]1[CH:23]3[CH2:22][c:21]4[cH:20][cH:19][c:18](-[c:15]5[cH:14][o:13][cH:17][cH:16]5)[cH:30][c:29]4[CH:28]3[CH2:27][CH2:26][CH2:25]1)[cH:9]2.